This data is from the Open Reaction Database (ORD), a public repository of structured organic reaction records. The task is: describe an organic reaction: reactants, conditions, products, and yield Reactants: O=C(O)CNC(=O)c1cc(-c2ccccc2OCc2ccccc2)on1, CCN=C=NCCCN(C)C, CCN(C(C)C)C(C)C, Clc1ccccc1NC1CCNCC1, Cl, Cl, Cl, CN(C)C=O, O, On1nnc2ccccc21. Product: O=C(NCC(=O)N1CCC(Nc2ccccc2Cl)CC1)c1cc(-c2ccccc2OCc2ccccc2)on1. Reaction SMILES: [CH2:1]([c:2]1[cH:3][cH:4][cH:5][cH:6][cH:7]1)[O:8][c:9]1[c:10](-[c:15]2[cH:16][c:17]([C:20](=[O:21])[NH:22][CH2:23][C:24](=[O:25])[OH:26])[n:18][o:19]2)[cH:11][cH:12][cH:13][cH:14]1.[CH3:46][CH2:47][N:48]=[C:49]=[N:50][CH2:51][CH2:52][CH2:53][N:54]([CH3:55])[CH3:56].[CH:27]([N:28]([CH2:29][CH3:30])[CH:31]([CH3:32])[CH3:33])([CH3:34])[CH3:35].[Cl:60][c:61]1[c:62]([NH:67][CH:68]2[CH2:69][CH2:70][NH:71][CH2:72][CH2:73]2)[cH:63][cH:64][cH:65][cH:66]1.[ClH:57].[ClH:58].[ClH:59].[O:74]=[CH:75][N:76]([CH3:77])[CH3:78].[OH2:79].[OH:36][n:37]1[c:38]2[c:39]([cH:40][cH:41][cH:42][cH:43]2)[n:44][n:45]1>>[CH2:1]([c:2]1[cH:3][cH:4][cH:5][cH:6][cH:7]1)[O:8][c:9]1[c:10](-[c:15]2[cH:16][c:17]([C:20](=[O:21])[NH:22][CH2:23][C:24](=[O:26])[N:71]3[CH2:70][CH2:69][CH:68]([NH:67][c:62]4[c:61]([Cl:60])[cH:66][cH:65][cH:64][cH:63]4)[CH2:73][CH2:72]3)[n:18][o:19]2)[cH:11][cH:12][cH:13][cH:14]1.